The task is: describe an organic reaction: reactants, conditions, products, and yield. This data is from the Open Reaction Database (ORD), a public repository of structured organic reaction records. Starting materials: crude mixture, O.[F-].C(CCC)[N+](CCCC)(CCCC)CCCC (tetrabutylammonium fluoride hydrate), BrC=1C=C2C=CC(=C(C2=CC1)C(=O)NC)O[Si](C)(C)C(C)(C)C (6-Bromo-2-(tert-butyldimethylsilyloxy)-N-methyl-1-naphthamide), CC(C(O)C=1N=CN(C1)C(C1=CC=CC=C1)(C1=CC=CC=C1)C1=CC=CC=C1)C (2-methyl-1-(1-trityl-1H-imidazol-4-yl)-1-propanol), [Si](C)(C)(C(C)(C)C)OC1=C(C2=CC=C(C=C2C=C1)C(C(C)C)(C=1N=CN(C1)C(C1=CC=CC=C1)(C1=CC=CC=C1)C1=CC=CC=C1)O)C(=O)NC (2-(tert-butyldimethylsilyloxy)-6-[1-hydroxy-2-methyl-1-(-1-trityl-1H-imidazol-4-yl)propyl]-N-methyl-1-naphthamide). Run in C1CCOC1 (THF). Conditions: time 1 hour. Product: OC1=C(C2=CC=C(C=C2C=C1)C(C(C)C)(C=1N=CNC1)O)C(=O)NC (2-Hydroxy-6-[1-hydroxy-1-(1H-imidazol-4-yl)-2-methylpropyl]-N-methyl-1-naphthamide). Reaction SMILES: BrC1C=C2C(=CC=1)C(C(NC)=O)=C(O[Si](C(C)(C)C)(C)C)C=C2.CC(C)C(C1N=CN(C(C2C=CC=CC=2)(C2C=CC=CC=2)C2C=CC=CC=2)C=1)O.[Si]([O:60][C:61]1[CH:70]=[CH:69][C:68]2[C:63](=[CH:64][CH:65]=[C:66]([C:71]([OH:99])([C:75]3[N:76]=[CH:77][N:78](C(C4C=CC=CC=4)(C4C=CC=CC=4)C4C=CC=CC=4)[CH:79]=3)[CH:72]([CH3:74])[CH3:73])[CH:67]=2)[C:62]=1[C:100]([NH:102][CH3:103])=[O:101])(C(C)(C)C)(C)C.O.[F-].C([N+](CCCC)(CCCC)CCCC)CCC>C1COCC1>[OH:60][C:61]1[CH:70]=[CH:69][C:68]2[C:63](=[CH:64][CH:65]=[C:66]([C:71]([OH:99])([C:75]3[N:76]=[CH:77][NH:78][CH:79]=3)[CH:72]([CH3:74])[CH3:73])[CH:67]=2)[C:62]=1[C:100]([NH:102][CH3:103])=[O:101] |f:3.4.5|. Reported procedure: 6-Bromo-2-(tert-butyldimethylsilyloxy)-N-methyl-1-naphthamide (3.30 g) and 2-methyl-1-(1-trityl-1H-imidazol-4-yl)-1-propanol (2.66 g) were used as the starting materials. By the same procedure described in Reference example 33-(i), a crude mixture of 2-(tert-butyldimethylsilyloxy)-6-[1-hydroxy-2-methyl-1-(-1-trityl-1H-imidazol-4-yl)propyl]-N-methyl-1-naphthamide was obtained. The crude mixture and tetrabutylammonium fluoride hydrate (3.00 g) was dissolved in THF (30 mL), and the solution was sti... The reactants are N (ammonia), [H][H] (hydrogen), N(C1=CC=CC=C1)C1=CC=C(C=C1)NC(CC(C)=O)=O (N-(4-anilinophenyl)-3-oxo butanamide). Reagents/catalysts: [Ni] (Raney nickel). RXN SMILES: [NH:1]([C:8]1[CH:13]=[CH:12][C:11]([NH:14][C:15](=[O:20])[CH2:16][C:17](=O)[CH3:18])=[CH:10][CH:9]=1)[C:2]1[CH:7]=[CH:6][CH:5]=[CH:4][CH:3]=1.[NH3:21].[H][H]>C1(C)C=CC=CC=1.[Ni]>[NH2:21][CH:17]([CH3:18])[CH2:16][C:15]([NH:14][C:11]1[CH:12]=[CH:13][C:8]([NH:1][C:2]2[CH:7]=[CH:6][CH:5]=[CH:4][CH:3]=2)=[CH:9][CH:10]=1)=[O:20]. Product: NC(CC(=O)NC1=CC=C(C=C1)NC1=CC=CC=C1)C (3-Amino-N-(4-anilinophenyl)-butanamide). Procedure: Thirty grams (0.11 mol) of N-(4-anilinophenyl)-3-oxo butanamide was dissolved in 300 ml of toluene. This was mixed with 30 g. (1.8 mol) of anhydrous ammonia, Raney nickel catalyst, and 800 psi of hydrogen gas at a temperature of 70° C. for 2 hours. The catalyst was removed and the solvent stripped off under vacuum. Purification was done by flash chromatography and recrystallization from hot toluene. The product was obtained in a yield of 16 g. with a melting point of 130-132° C. Run in C1(=CC=CC=C1)C (toluene). Starting materials: [OH-].[K+] (potassium hydroxide), C(C)(=O)NC1=CC=CC=C1 (acetanilide), C(C)(C)(C)C1=CC=C(C=C1)Br (p-tertiarybutylbromobenzene), C([O-])([O-])=O.[K+].[K+] (potassium carbonate). Reagents/catalysts: [Cu] (copper). Run in O (water). Yields the product C1(=CC=CC=C1)NC1=CC=C(C=C1)C(C)(C)C (N-phenyl-p-tertiarybutylaniline). Yield: 58.9%. Reaction SMILES: C([NH:4][C:5]1[CH:10]=[CH:9][CH:8]=[CH:7][CH:6]=1)(=O)C.[C:11]([C:15]1[CH:20]=[CH:19][C:18](Br)=[CH:17][CH:16]=1)([CH3:14])([CH3:13])[CH3:12].C(=O)([O-])[O-].[K+].[K+].[OH-].[K+]>[Cu].O>[C:5]1([NH:4][C:18]2[CH:19]=[CH:20][C:15]([C:11]([CH3:14])([CH3:13])[CH3:12])=[CH:16][CH:17]=2)[CH:10]=[CH:9][CH:8]=[CH:7][CH:6]=1 |f:2.3.4,5.6|. Procedure details: 8.2 g (0.061 mol) of acetanilide, 19.2 g (0.090 mol) of p-tertiarybutylbromobenzene, 9.95 g (0.072 mol) of anhydrous potassium carbonate, and 0.50 g (0.008 mol) of copper powder were mixed. The reaction mixture was then allowed to undergo reaction at a temperature of 190° C. to 203° C. for 23 hours. The reaction product was then extracted with 75 ml of toluene. The insoluble contents were removed by filtration. The filtrate was then concentrated to dryness. The concentrate was then dissolved in ... The reactants are CNN (methylhydrazine), C(C1=CC=CC=C1)=O (benzaldehyde). The solvent is C(C)OCC (diethyl ether). Yields the product CNN=CC1=CC=CC=C1 (Benzaldehyde Methylhydrazone). As a reaction SMILES: [CH3:1][NH:2][NH2:3].[CH:4](=O)[C:5]1[CH:10]=[CH:9][CH:8]=[CH:7][CH:6]=1>C(OCC)C>[CH3:1][NH:2][N:3]=[CH:4][C:5]1[CH:10]=[CH:9][CH:8]=[CH:7][CH:6]=1. Procedure: 18.4 g (0.4 mol) of methylhydrazine were initially charged in 248.7 g of diethyl ether. At 22-26° C., 42.4 g (0.4 mol) of benzaldehyde were added dropwise within 1.75 hours. The reaction mixture was then stirred at reflux temperature for 5 hours. The residue obtained after the solvent had been distilled off was taken up in diethyl ether and the solution was dried over sodium sulfate. After drying, the solution was concentrated under reduced pressure and the residue obtained was distilled at 78° ... Reactants: BrC=1C=CC(NC1)=O (5-bromo-1H-pyridin-2-one), C(C)(C)I (isopropyl iodide). The reagents and catalysts are C([O-])([O-])=O.[Ag+2] (silver carbonate). The solvent is C(Cl)(Cl)Cl (chloroform). Run at time 2 hour. Product: BrC=1C=CC(=NC1)OC(C)C (5-bromo-2-isopropyloxypyridine). The yield is 97.0%. As a reaction SMILES: [Br:1][C:2]1[CH:3]=[CH:4][C:5](=[O:8])[NH:6][CH:7]=1.[CH:9](I)([CH3:11])[CH3:10]>C(Cl)(Cl)Cl.C(=O)([O-])[O-].[Ag+2]>[Br:1][C:2]1[CH:3]=[CH:4][C:5]([O:8][CH:9]([CH3:11])[CH3:10])=[N:6][CH:7]=1 |f:3.4|. Procedure details: To a solution of 5-bromo-1H-pyridin-2-one (2 g) and silver carbonate (4.3 g) in chloroform (40 mL) was added isopropyl iodide (11.5 mL) and the mixture was stirred at room temperature for 2 hours. The reaction mixture was filtered through silica gel (20 g) and the filtrate was concentrated in vacuo. The resultant crude product was purified by a column chromatography on silica gel (solvent; hexane/ethyl acetate=98:2→90:10) to give 5-bromo-2-isopropyloxypyridine (2.41 g, yield: 97%). Reactants: [Al+3], O=C1OCC(c2ccccc2)N1C(=O)C1CN(Cc2ccccc2)CC1c1ccccc1, C1CCOC1, [H-], [H-], [H-], [H-], [Li+], O. Yields the product OCC1CN(Cc2ccccc2)CC1c1ccccc1. As a reaction SMILES: [Al+3:34].[CH2:1]([c:2]1[cH:3][cH:4][cH:5][cH:6][cH:7]1)[N:8]1[CH2:9][CH:10]([C:19](=[O:20])[N:21]2[CH:22]([c:23]3[cH:24][cH:25][cH:26][cH:27][cH:28]3)[CH2:29][O:30][C:31]2=[O:32])[CH:11]([c:13]2[cH:14][cH:15][cH:16][cH:17][cH:18]2)[CH2:12]1.[CH2:40]1[O:41][CH2:42][CH2:43][CH2:44]1.[H-:33].[H-:36].[H-:37].[H-:38].[Li+:35].[OH2:39]>>[CH2:1]([c:2]1[cH:3][cH:4][cH:5][cH:6][cH:7]1)[N:8]1[CH2:9][CH:10]([CH2:19][OH:20])[CH:11]([c:13]2[cH:14][cH:15][cH:16][cH:17][cH:18]2)[CH2:12]1. The reactants are C1(CC1)CN1N=NC2=C1C=CC(=C2C(F)(F)F)C=2C(=NC(=CC2)C=C)F (1-(Cyclopropylmethyl)-5-(6-ethenyl-2-fluoropyridin-3-yl)-4-(trifluoromethyl)-1H-benzotriazole), O1CCCC1 (tetrahydrofuran), C[N+]1(CCOCC1)[O-] (N-methylmorpholine N-oxide). Reagents/catalysts: [Os](=O)(=O)(=O)=O (osmium tetraoxide). Run in C(C)(=O)OCC (ethyl acetate). Run at time 1.5 hour. Product: C1(CC1)CN1N=NC2=C1C=CC(=C2C(F)(F)F)C=2C=CC(=NC2F)C(CO)O (1-{5-[1-(cyclopropylmethyl)-4-(trifluoromethyl)-1H-benzotriazol-5-yl]-6-fluoropyridin-2-yl}ethane-1,2-diol). As a reaction SMILES: [CH:1]1([CH2:4][N:5]2[C:9]3[CH:10]=[CH:11][C:12]([C:18]4[C:19]([F:26])=[N:20]C(C=C)=CC=4)=[C:13]([C:14]([F:17])([F:16])[F:15])[C:8]=3[N:7]=[N:6]2)[CH2:3][CH2:2]1.C[N+]1([O-])CC[O:31][CH2:30]C1.[O:35]1[CH2:39][CH2:38][CH2:37][CH2:36]1>C(OCC)(=O)C.[Os](=O)(=O)(=O)=O>[CH:1]1([CH2:4][N:5]2[C:9]3[CH:10]=[CH:11][C:12]([C:18]4[CH:36]=[CH:37][C:38]([CH:39]([OH:35])[CH2:30][OH:31])=[N:20][C:19]=4[F:26])=[C:13]([C:14]([F:17])([F:16])[F:15])[C:8]=3[N:7]=[N:6]2)[CH2:3][CH2:2]1. Reported procedure: 1-(Cyclopropylmethyl)-5-(6-ethenyl-2-fluoropyridin-3-yl)-4-(trifluoromethyl)-1H-benzotriazole (77 mg, 0.21 mmol) was dissolved in tetrahydrofuran (1.4 mL) and treated with osmium tetraoxide (270 uL, 0.043 mmol, 0.2 equiv) and N-methylmorpholine N-oxide (25 mg, 0.21 mmol, 1 equiv). After stirring at ambient temperature for 1.5 hours, the mixture was diluted with ethyl acetate (40 mL) and washed with sodium bicarbonate (2×30 mL, aqueous saturated). The combined organic extracts were dried with sod...